Dataset: the Open Reaction Database (ORD), a public repository of structured organic reaction records. Task: describe an organic reaction: reactants, conditions, products, and yield Starting materials: CCOc1cc(Br)ccc1OC, [Li]CCCC, C1CCOC1, COc1cccc(C=O)c1, CC(C)O, O. The product is CCOc1cc(C(O)c2cccc(OC)c2)ccc1OC. As a reaction SMILES: [Br:1][c:2]1[cH:3][c:4]([O:10][CH2:11][CH3:12])[c:5]([O:8][CH3:9])[cH:6][cH:7]1.[CH2:13]([Li:14])[CH2:15][CH2:16][CH3:17].[CH2:32]1[O:33][CH2:34][CH2:35][CH2:36]1.[CH3:18][O:19][c:20]1[cH:21][c:22]([CH:23]=[O:24])[cH:25][cH:26][cH:27]1.[CH:28]([OH:29])([CH3:30])[CH3:31].[OH2:37]>>[c:2]1([CH:23]([c:22]2[cH:21][c:20]([O:19][CH3:18])[cH:27][cH:26][cH:25]2)[OH:24])[cH:3][c:4]([O:10][CH2:11][CH3:12])[c:5]([O:8][CH3:9])[cH:6][cH:7]1. The reactants are CN1C(=NC(=C1C(=O)OC)C(=O)OC)C (dimethyl 1,2-dimethyl-1H-imidazole-4,5-dicarboxylate), [Li+].[OH-] (LiOH). Solvent: C1CCOC1 (THF), CO (MeOH). Conditions: time 7 hour. Product: COC(=O)C=1N=C(N(C1C(=O)O)C)C (1,2-Dimethyl-1H-imidazole-4,5-dicarboxylic acid 4-methyl ester). The yield is 73.1%. RXN SMILES: [CH3:1][N:2]1[C:6]([C:7]([O:9]C)=[O:8])=[C:5]([C:11]([O:13][CH3:14])=[O:12])[N:4]=[C:3]1[CH3:15].[Li+].[OH-]>C1COCC1.CO>[CH3:14][O:13][C:11]([C:5]1[N:4]=[C:3]([CH3:15])[N:2]([CH3:1])[C:6]=1[C:7]([OH:9])=[O:8])=[O:12] |f:1.2|. Reported procedure: To a solution of dimethyl 1,2-dimethyl-1H-imidazole-4,5-dicarboxylate (1.89 g, 8.91 mmol) in THF (35 mL) and MeOH (15 mL) was added at 0-5° C. LiOH (1M; 9.35 mL, 9.35 mmol). The reaction mixture was stirred at RT for 7 h and the solvents were evaporated in vacuo. The residue was poured into water (20 mL) and ethyl acetate (30 mL). The ethyl acetate phase was washed with water (10 mL). The combined aqueous phases were acidified with hydrochloric acid (1M, 10 mL) and extracted with dichloromethane... The reactants are CC(=O)Oc1cc2cc(C(=O)O)c(=O)sc2cc1OC(C)=O, CN(C)C=O, O=S(Cl)Cl, c1ccccc1. The product is CC(=O)Oc1cc2cc(C(=O)Cl)c(=O)sc2cc1OC(C)=O. RXN SMILES: [C:1]([CH3:2])(=[O:3])[O:4][c:5]1[c:6]([O:19][C:20]([CH3:21])=[O:22])[cH:7][c:8]2[c:9]([cH:10][c:11]([C:15](=[O:16])[OH:17])[c:12](=[O:14])[s:13]2)[cH:18]1.[CH3:27][N:28]([CH3:29])[CH:30]=[O:31].[S:23]([Cl:24])([Cl:25])=[O:26].[cH:32]1[cH:33][cH:34][cH:35][cH:36][cH:37]1>>[C:1]([CH3:2])(=[O:3])[O:4][c:5]1[c:6]([O:19][C:20]([CH3:21])=[O:22])[cH:7][c:8]2[c:9]([cH:10][c:11]([C:15](=[O:16])[Cl:25])[c:12](=[O:14])[s:13]2)[cH:18]1. Starting materials: CS(C)=O, CC(C)(COS(=O)(=O)CCCCl)C(OCc1ccccc1)C(=O)OCOC(=O)Cc1ccccc1, [N-]=[N+]=[N-], [Na+]. Yields the product CC(C)(COS(=O)(=O)CCCN=[N+]=[N-])C(OCc1ccccc1)C(=O)OCOC(=O)Cc1ccccc1. As a reaction SMILES: [CH3:40][S:41](=[O:42])[CH3:43].[Cl:1][CH2:2][CH2:3][CH2:4][S:5](=[O:6])(=[O:7])[O:8][CH2:9][C:10]([CH:11]([C:12](=[O:13])[O:14][CH2:15][O:16][C:17]([CH2:18][c:19]1[cH:20][cH:21][cH:22][cH:23][cH:24]1)=[O:25])[O:26][CH2:27][c:28]1[cH:29][cH:30][cH:31][cH:32][cH:33]1)([CH3:34])[CH3:35].[N-:37]=[N+:38]=[N-:39].[Na+:36]>>[CH2:2]([CH2:3][CH2:4][S:5](=[O:6])(=[O:7])[O:8][CH2:9][C:10]([CH:11]([C:12](=[O:13])[O:14][CH2:15][O:16][C:17]([CH2:18][c:19]1[cH:20][cH:21][cH:22][cH:23][cH:24]1)=[O:25])[O:26][CH2:27][c:28]1[cH:29][cH:30][cH:31][cH:32][cH:33]1)([CH3:34])[CH3:35])[N:37]=[N+:38]=[N-:39]. Starting materials: COC1=C(N)C=CC(=C1)OC (2,4-dimethoxyaniline), COC1=C(C(=O)O)C=CC(=C1)OC (2,4-dimethoxybenzoic acid). Yields the product OC1=CC2=C(N=C(O2)C2=C(C=C(C=C2)O)O)C=C1 (4-(6-Hydroxy-1,3-benzoxazol-2-yl)benzene-1,3-diol). Reaction SMILES: [CH3:1][O:2][C:3]1[CH:9]=[C:8]([O:10]C)[CH:7]=[CH:6][C:4]=1[NH2:5].C[O:13][C:14]1[CH:22]=[C:21]([O:23]C)[CH:20]=[CH:19][C:15]=1C(O)=O>>[OH:10][C:8]1[CH:7]=[CH:6][C:4]2[N:5]=[C:1]([C:20]3[CH:19]=[CH:15][C:14]([OH:13])=[CH:22][C:21]=3[OH:23])[O:2][C:3]=2[CH:9]=1. Procedure: The title compound was prepared in substantially the same manner as described in Example 1, from 2,4-dimethoxyaniline, and 2,4-dimethoxybenzoic acid and was obtained as a white solid, m.p. 293-296° C.; MS m/e 242 (M−H)+. The reactants are CC(C)(C)c1ccc(S(=O)(=O)Cl)cc1, COc1ccccc1N. Yields the product COc1ccccc1NS(=O)(=O)c1ccc(C(C)(C)C)cc1. Reaction SMILES: [C:10]([CH3:11])([CH3:12])([CH3:13])[c:14]1[cH:15][cH:16][c:17]([S:20](=[O:21])(=[O:22])[Cl:23])[cH:18][cH:19]1.[CH3:1][O:2][c:3]1[c:4]([NH2:9])[cH:5][cH:6][cH:7][cH:8]1>>[CH3:1][O:2][c:3]1[c:4]([NH:9][S:20]([c:17]2[cH:16][cH:15][c:14]([C:10]([CH3:11])([CH3:12])[CH3:13])[cH:19][cH:18]2)(=[O:21])=[O:22])[cH:5][cH:6][cH:7][cH:8]1.